This data is from the Open Reaction Database (ORD), a public repository of structured organic reaction records. The task is: describe an organic reaction: reactants, conditions, products, and yield Procedure: To a solution of 5.2 g 4-{2-[(4-Benzyloxycarbonylmethoxy-quinoline-2-carbonyl)-amino]acetyl}-piperazine-1-carboxylic acid butyl ester in 120 ml ethyl acetate and 16 ml DMF were added under argon 530 mg Pd/C (10%) and the suspension was stirred under an atmosphere of hydrogen (5 bar) for 3 h. The suspension was filtered over a plug of Celite® and washed with DMF. The crude product was obtained after evaporation of the solvent and used in the next reaction step without further purification. Yield:... As a reaction SMILES: [CH2:1]([O:5][C:6]([N:8]1[CH2:13][CH2:12][N:11]([C:14](=[O:41])[CH2:15][NH:16][C:17]([C:19]2[CH:28]=[C:27]([O:29][CH2:30][C:31]([O:33]CC3C=CC=CC=3)=[O:32])[C:26]3[C:21](=[CH:22][CH:23]=[CH:24][CH:25]=3)[N:20]=2)=[O:18])[CH2:10][CH2:9]1)=[O:7])[CH2:2][CH2:3][CH3:4]>C(OCC)(=O)C.CN(C=O)C>[CH2:1]([O:5][C:6]([N:8]1[CH2:9][CH2:10][N:11]([C:14](=[O:41])[CH2:15][NH:16][C:17]([C:19]2[CH:28]=[C:27]([O:29][CH2:30][C:31]([OH:33])=[O:32])[C:26]3[C:21](=[CH:22][CH:23]=[CH:24][CH:25]=3)[N:20]=2)=[O:18])[CH2:12][CH2:13]1)=[O:7])[CH2:2][CH2:3][CH3:4]. Solvent: C(C)(=O)OCC (ethyl acetate), CN(C)C=O (DMF). Starting materials: C(CCC)OC(=O)N1CCN(CC1)C(CNC(=O)C1=NC2=CC=CC=C2C(=C1)OCC(=O)OCC1=CC=CC=C1)=O (4-{2-[(4-Benzyloxycarbonylmethoxy-quinoline-2-carbonyl)-amino]acetyl}-piperazine-1-carboxylic acid butyl ester). Product: C(CCC)OC(=O)N1CCN(CC1)C(CNC(=O)C1=NC2=CC=CC=C2C(=C1)OCC(=O)O)=O (4-{2-[(4-Carboxymethoxy-quinoline-2-carbonyl)-amino]-acetyl}-piperazine-1-carboxylic acid butyl ester). Reaction conditions: time 3 hour. The reactants are ice water, ClC=1OC(=C(N1)C1=CC(=C(C=C1)Cl)Cl)CCC(=O)OC (methyl 2-chloro-4-(3,4-dichlorophenyl)-5-oxazolepropionate), CC=1NC=CN1 (2-methylimidazole), C([O-])([O-])=O.[K+].[K+] (potassium carbonate). Run in CN(C=O)C (N,N-dimethylformamide). Run at temperature 120 celsius, time 1 hour. The product is ClC=1C=C(C=CC1Cl)C=1N=C(OC1CCC(=O)OC)N1C(=NC=C1)C (methyl 4-(3,4-dichlorophenyl)-2-(2-methyl-1-imidazolyl)-5-oxazolepropionate). Reaction SMILES: Cl[C:2]1[O:3][C:4]([CH2:15][CH2:16][C:17]([O:19][CH3:20])=[O:18])=[C:5]([C:7]2[CH:12]=[CH:11][C:10]([Cl:13])=[C:9]([Cl:14])[CH:8]=2)[N:6]=1.[CH3:21][C:22]1[NH:23][CH:24]=[CH:25][N:26]=1.C(=O)([O-])[O-].[K+].[K+]>CN(C)C=O>[Cl:14][C:9]1[CH:8]=[C:7]([C:5]2[N:6]=[C:2]([N:23]3[CH:24]=[CH:25][N:26]=[C:22]3[CH3:21])[O:3][C:4]=2[CH2:15][CH2:16][C:17]([O:19][CH3:20])=[O:18])[CH:12]=[CH:11][C:10]=1[Cl:13] |f:2.3.4|. Procedure: A mixture of methyl 2-chloro-4-(3,4-dichlorophenyl)-5-oxazolepropionate (1.00 g), 2-methylimidazole (0.82 g), potassium carbonate (0.69 g), and N,N-dimethylformamide (20 ml) was stirred at 120 ° C. for 1 hour. The reaction mixture was poured into ice water (100 ml). The precipitated crystals were filtered, washed in sequence with water and isopropyl ether, and air-dried to give crystals of methyl 4-(3,4-dichlorophenyl)-2-(2-methyl-1-imidazolyl)-5-oxazolepropionate. Recrystallization from ethyl a... The reactants are BrCCc1c[nH]c2ccccc12, O=C([O-])[O-], CN(C)C=O, Cl, O=C(c1ccccc1F)C1CCNCC1, [K+], [K+], O. Product: O=C(c1ccccc1F)C1CCN(CCc2c[nH]c3ccccc23)CC1. As a reaction SMILES: [Br:1][CH2:2][CH2:3][c:4]1[cH:5][nH:6][c:7]2[cH:8][cH:9][cH:10][cH:11][c:12]12.[C:29](=[O:30])([O-:31])[O-:32].[CH3:36][N:37]([CH3:38])[CH:39]=[O:40].[ClH:13].[F:14][c:15]1[c:16]([C:17](=[O:18])[CH:19]2[CH2:20][CH2:21][NH:22][CH2:23][CH2:24]2)[cH:25][cH:26][cH:27][cH:28]1.[K+:33].[K+:34].[OH2:35]>>[CH2:2]([CH2:3][c:4]1[cH:5][nH:6][c:7]2[cH:8][cH:9][cH:10][cH:11][c:12]12)[N:22]1[CH2:21][CH2:20][CH:19]([C:17]([c:16]2[c:15]([F:14])[cH:28][cH:27][cH:26][cH:25]2)=[O:18])[CH2:24][CH2:23]1. The reactants are O=C(O)C1Cc2c([nH]c3ccccc23)CN1, CCO, [K+], [OH-], S=C=S, ClCc1cccc2ccccc12. Product: O=C(O)C1Cc2c([nH]c3ccccc23)CN1C(=S)SCc1cccc2ccccc12. RXN SMILES: [CH2:1]1[NH:2][CH:3]([C:14](=[O:15])[OH:16])[CH2:4][c:5]2[c:6]3[cH:7][cH:8][cH:9][cH:10][c:11]3[nH:12][c:13]21.[CH3:34][CH2:35][OH:36].[K+:18].[OH-:17].[S:19]=[C:20]=[S:21].[c:22]1([CH2:32][Cl:33])[cH:23][cH:24][cH:25][c:26]2[cH:27][cH:28][cH:29][cH:30][c:31]12>>[CH2:1]1[N:2]([C:20]([S:19][CH2:32][c:22]2[cH:23][cH:24][cH:25][c:26]3[cH:27][cH:28][cH:29][cH:30][c:31]23)=[S:21])[CH:3]([C:14](=[O:15])[OH:16])[CH2:4][c:5]2[c:6]3[cH:7][cH:8][cH:9][cH:10][c:11]3[nH:12][c:13]21. Reactants: N1(CCOCC1)C(=O)N1CC(CC(C1)C1=CC=C(C=C1)C(F)(F)F)C(=O)O (1-(morpholin-4-ylcarbonyl)-5-[4-(trifluoromethyl)phenyl]piperidine-3-carboxylic acid), ON=C(CC1=CC=CC=C1)N (N′-hydroxy-2-phenylethanimidamide). Yields the product C(C1=CC=CC=C1)C1=NOC(=N1)C1CN(CC(C1)C1=CC=C(C=C1)C(F)(F)F)C(=O)N1CCOCC1 (4-({3-(3-Benzyl-1,2,4-oxadiazol-5-yl)-5-[4-(trifluoromethyl)phenyl]piperidin-1-yl}carbonyl)-morpholine). RXN SMILES: [N:1]1([C:7]([N:9]2[CH2:14][CH:13]([C:15]3[CH:20]=[CH:19][C:18]([C:21]([F:24])([F:23])[F:22])=[CH:17][CH:16]=3)[CH2:12][CH:11]([C:25]([OH:27])=O)[CH2:10]2)=[O:8])[CH2:6][CH2:5][O:4][CH2:3][CH2:2]1.O[N:29]=[C:30]([NH2:38])[CH2:31][C:32]1[CH:37]=[CH:36][CH:35]=[CH:34][CH:33]=1>>[CH2:31]([C:30]1[N:38]=[C:25]([CH:11]2[CH2:12][CH:13]([C:15]3[CH:16]=[CH:17][C:18]([C:21]([F:23])([F:22])[F:24])=[CH:19][CH:20]=3)[CH2:14][N:9]([C:7]([N:1]3[CH2:6][CH2:5][O:4][CH2:3][CH2:2]3)=[O:8])[CH2:10]2)[O:27][N:29]=1)[C:32]1[CH:37]=[CH:36][CH:35]=[CH:34][CH:33]=1. Procedure details: 250 mg (0.65 mmol) of 1-(morpholin-4-ylcarbonyl)-5-[4-(trifluoromethyl)phenyl]piperidine-3-carboxylic acid and 107 mg (0.71 mmol) of N′-hydroxy-2-phenylethanimidamide were reacted according to the General Method 1. Yield: 44 mg (14% of theory) Starting materials: FC(C1=CC=2C(=NC=C(C2)CN)N1)(F)F (1-[2-(Trifluoromethyl)-1H-pyrrolo[2,3-b]pyridin-5-yl]methanamine), FC(C1=CC=2C(=NC=C(C2)CN)N1)(F)F (1-[2-(Trifluoromethyl)-1H-pyrrolo[2,3-b]pyridin-5-yl]methanamine), ClC1=NC=NC(=C1)CF (4-chloro-6-(fluoromethyl)pyrimidine), ClC1=NC=NC(=C1)CF (4-chloro-6-(fluoromethyl)pyrimidine), CCN(C(C)C)C(C)C (DIPEA). Solvent: CN1C(CCC1)=O (N-methyl-2-pyrrolidone), C(C)(=O)OCC (ethyl acetate). Conditions: time 3 hour. The product is FCC1=CC(=NC=N1)NCC=1C=C2C(=NC1)NC(=C2)C(F)(F)F (6-(Fluoromethyl)-N-{[2-(trifluoromethyl)-1H-pyrrolo[2,3-b]pyridin-5-yl]methyl}-4-pyrimidinamine). The yield is 8.7%. Reaction SMILES: [F:1][C:2]([F:15])([F:14])[C:3]1[NH:13][C:6]2=[N:7][CH:8]=[C:9]([CH2:11][NH2:12])[CH:10]=[C:5]2[CH:4]=1.Cl[C:17]1[CH:22]=[C:21]([CH2:23][F:24])[N:20]=[CH:19][N:18]=1.CCN(C(C)C)C(C)C>CN1CCCC1=O.C(OCC)(=O)C>[F:24][CH2:23][C:21]1[N:20]=[CH:19][N:18]=[C:17]([NH:12][CH2:11][C:9]2[CH:10]=[C:5]3[CH:4]=[C:3]([C:2]([F:1])([F:14])[F:15])[NH:13][C:6]3=[N:7][CH:8]=2)[CH:22]=1. Reported procedure: 1-[2-(Trifluoromethyl)-1H-pyrrolo[2,3-b]pyridin-5-yl]methanamine (Intermediate 5, 65 mg, 0.211 mmol), 4-chloro-6-(fluoromethyl)pyrimidine (Intermediate 26, 40 mg, 0.232 mmol) and DIPEA (0.074 mL, 0.423 mmol) were added together in N-methyl-2-pyrrolidone (2 mL) and the resulting mixture was stirred at room temperature for 3 hours. The reaction mixture was heated at 100° C. for 3 hours, allowed to cool to room temperature and diluted with ethyl acetate and washed with water and brine. The organic ... Starting materials: CCN(C(C)C)C(C)C (DIPEA), FC(OC1=C(C(=O)O)C=CC=C1)(F)F (2-trifluoromethoxy-benzoic acid), C=1C=CC2=C(C1)N=NN2O (HOBt), CCN=C=NCCCN(C)C.Cl (EDCI.HCl), O=C(CNC(=O)C1=CC=C(C=C1)C1=CC=CC=C1)N1CCNCC1 (biphenyl-4-carboxylicacid (2-oxo-2-piperazin-1-yl-ethyl)-amide). Run in CN(C)C=O (DMF), O (water). Reaction conditions: time 8 hour. The product is O=C(CNC(=O)C1=CC=C(C=C1)C1=CC=CC=C1)N1CCN(CC1)C(C1=C(C=CC=C1)OC(F)(F)F)=O (biphenyl-4-carboxylicacid {2-oxo-2-[4-(2-trifluoromethoxy-benzoyl)-piperazin-1-yl]-ethyl}-amide). Yield: 33.8%. As a reaction SMILES: CCN(C(C)C)C(C)C.[F:10][C:11]([F:23])([F:22])[O:12][C:13]1[CH:21]=[CH:20][CH:19]=[CH:18][C:14]=1[C:15]([OH:17])=O.C1C=CC2N(O)N=NC=2C=1.CCN=C=NCCCN(C)C.Cl.[O:46]=[C:47]([N:64]1[CH2:69][CH2:68][NH:67][CH2:66][CH2:65]1)[CH2:48][NH:49][C:50]([C:52]1[CH:57]=[CH:56][C:55]([C:58]2[CH:63]=[CH:62][CH:61]=[CH:60][CH:59]=2)=[CH:54][CH:53]=1)=[O:51]>CN(C=O)C.O>[O:46]=[C:47]([N:64]1[CH2:69][CH2:68][N:67]([C:15](=[O:17])[C:14]2[CH:18]=[CH:19][CH:20]=[CH:21][C:13]=2[O:12][C:11]([F:10])([F:23])[F:22])[CH2:66][CH2:65]1)[CH2:48][NH:49][C:50]([C:52]1[CH:53]=[CH:54][C:55]([C:58]2[CH:63]=[CH:62][CH:61]=[CH:60][CH:59]=2)=[CH:56][CH:57]=1)=[O:51] |f:3.4|. Reported procedure: DIPEA (149.8 mg, 1.15 mmol) was added to a stirred solution of 2-trifluoromethoxy-benzoic acid (53.09 mg, 0.26 mmol) in DMF (3 mL), HOBt (38.2 mg, 0.28 mmol) and EDCI.HCl (123.4 mg, 0.64 mmol) at room temperature. After 2 minutes biphenyl-4-carboxylicacid (2-oxo-2-piperazin-1-yl-ethyl)-amide (100 mg, 0.31 mmol) was added and the resulting mixture was stirred at room temperature overnight. Cold water was then added, and the resulting precipitate was filtered. The residue was purified by column ch... Reactants: FC(C=1C=C(C=CC1)NC1=CC(CC1)=O)(F)F (3-(3-(Trifluoromethyl)phenylamino)cyclopent-2-enone), BrC1=CC(=C(C=C1)C(N=C=O)Cl)S(=O)(=O)C (4-Bromo-1-(chloro(isocyanato)methyl)-2-(methylsulfonyl)benzene). Solvent: ClCCl (dichloromethane). Product: BrC1=CC(=C(C=C1)C1C2=C(N(C(N1)=O)C1=CC(=CC=C1)C(F)(F)F)CCC2=O)S(=O)(=O)C (4-(4-Bromo-2-(methylsulfonyl)phenyl)-1-(3-(trifluoromethyl)phenyl)-3,4,6,7-tetrahydro-1H-cyclopenta[d]pyrimidine-2,5-dione). As a reaction SMILES: [F:1][C:2]([F:17])([F:16])[C:3]1[CH:4]=[C:5]([NH:9][C:10]2[CH2:14][CH2:13][C:12](=[O:15])[CH:11]=2)[CH:6]=[CH:7][CH:8]=1.[Br:18][C:19]1[CH:24]=[CH:23][C:22]([CH:25](Cl)[N:26]=[C:27]=[O:28])=[C:21]([S:30]([CH3:33])(=[O:32])=[O:31])[CH:20]=1>ClCCl>[Br:18][C:19]1[CH:24]=[CH:23][C:22]([CH:25]2[NH:26][C:27](=[O:28])[N:9]([C:5]3[CH:6]=[CH:7][CH:8]=[C:3]([C:2]([F:16])([F:17])[F:1])[CH:4]=3)[C:10]3[CH2:14][CH2:13][C:12](=[O:15])[C:11]2=3)=[C:21]([S:30]([CH3:33])(=[O:32])=[O:31])[CH:20]=1. Procedure: 3-(3-(Trifluoromethyl)phenylamino)cyclopent-2-enone (234 mg, 0.97 mmol) is added to a solution of 4-bromo-1-(chloro(isocyanato)methyl)-2-(methylsulfonyl)benzene (Step 1, 945 mg, 2.91 mmol) in dichloromethane (10 mL). The mixture is heated at reflux over night and then concentrated under reduced pressure. The residue is purified by reversed phase HPLC (Agilent ZORBAX™ SB—C18, gradient of acetonitrile in water, 0.1% formic acid). Yield: 110 mg; ESI mass spectrum: ESI mass spectrum: [(79Br)-M+H]+=5... Starting materials: CNC(=O)C=1NC(=CC1[N+](=O)[O-])C(C)(C)C (2-(N-methylcarbamoyl)-5-tert-butyl-3-nitropyrrole). The reagents and catalysts are [Pd] (Pd/C). Run in CCOC(=O)C (EtOAc). The product is CNC(=O)C=1NC(=CC1N)C(C)(C)C (2-(N-methylcarbamoyl)-3-amino-5-tert-butylpyrrole). Isolated yield 781.0%. As a reaction SMILES: [CH3:1][NH:2][C:3]([C:5]1[NH:6][C:7]([C:13]([CH3:16])([CH3:15])[CH3:14])=[CH:8][C:9]=1[N+:10]([O-])=O)=[O:4]>CCOC(C)=O.[Pd]>[CH3:1][NH:2][C:3]([C:5]1[NH:6][C:7]([C:13]([CH3:16])([CH3:15])[CH3:14])=[CH:8][C:9]=1[NH2:10])=[O:4]. Reported procedure: To a solution of 2-(N-methylcarbamoyl)-5-tert-butyl-3-nitropyrrole (1.0 g, 0.4 mmol) in EtOAc (50 mL) under an Ar atmosphere was added 10% Pd/C (50 mg). The mixture was evacuated then placed under a static H2 atmosphere (1 atm.) for 24 h. The resulting slurry was filtered through a pad of Celite® with the aid of EtOAc, and the filtrate was concentrated under reduced pressure to afford 2-(N-methylcarbamoyl)-3-amino-5-tert-butylpyrrole (0.61 g, 70%): 1H-NMR (DMSO-d6) δ1.16 (s, 9H), 2.66 (d, J=4.41... Solvent: CO (methanol). RXN SMILES: [CH2:1]([N:3]([CH2:23][CH3:24])[C:4]1[CH:9]=[CH:8][C:7]([C:10]2[C:19]3[C:14](=[CH:15][CH:16]=[CH:17][CH:18]=3)[C:13]([N:20]=O)=[C:12]([OH:22])[CH:11]=2)=[CH:6][CH:5]=1)[CH3:2].[CH3:25][C:26]1([CH3:37])[C:35]2[C:30](=[CH:31][CH:32]=[CH:33][CH:34]=2)[N:29]([CH3:36])[C:27]1=[CH2:28]>CO>[CH3:36][N:29]1[C:27]2([O:22][C:12]3[CH:11]=[C:10]([C:7]4[CH:8]=[CH:9][C:4]([N:3]([CH2:23][CH3:24])[CH2:1][CH3:2])=[CH:5][CH:6]=4)[C:19]4[C:14]([C:13]=3[N:20]=[CH:28]2)=[CH:15][CH:16]=[CH:17][CH:18]=4)[C:26]([CH3:25])([CH3:37])[C:35]2[C:30]1=[CH:31][CH:32]=[CH:33][CH:34]=2. The product is CN1C2=CC=CC=C2C(C12C=NC1=C(O2)C=C(C2=CC=CC=C21)C2=CC=C(C=C2)N(CC)CC)(C)C (1,3-dihydro-1,3,3-trimethyl-6'-(p-diethylaminophenyl)spiro[2H-indole-2,3'-[3H]naphth[2,1-b][1,4]oxazine]). Reported procedure: A solution of 4-(p-diethylaminophenyl)-1-nitroso-2 -hydroxynaphthalene (0.85 g; 0.0027 mol) and 1,3-dihydro-1,3,3-trimethyl-2-methyleneindoline (0.5 g; 0.0029 mol) in methanol (60 ml) under nitrogen, was heated under reflux for 24 hours. The solution was then evaporated and chromatographed over silica (1 part diethyl ether to 10 parts pet. ether) to afford 1,3-dihydro-1,3,3-trimethyl-6'-(p-diethylaminophenyl)spiro[2H-indole-2,3'-[3H]naphth[2,1-b][1,4]oxazine] (0.47 g; 36%) as a yellow solid. The reactants are C(C)N(C1=CC=C(C=C1)C1=CC(=C(C2=CC=CC=C12)N=O)O)CC (4-(p-diethylaminophenyl)-1-nitroso-2 -hydroxynaphthalene), CC1(C(=C)N(C2=CC=CC=C21)C)C (1,3-dihydro-1,3,3-trimethyl-2-methyleneindoline). Isolated yield 36.6%.